Task: describe an organic reaction: reactants, conditions, products, and yield. Dataset: the Open Reaction Database (ORD), a public repository of structured organic reaction records Reactants: C1(=CC=CC=C1)C1NCC(N1)=O (2-phenylimidazolidine-4-one), O1C(CC(=O)OCC(C)C)C1 (2-methylpropyl 3,4-epoxybutanoate). Run in CC(=O)C (acetone), O (water). Product: CC(CN1C(NC(C1)=O)C1=CC=CC=C1)C.OC(CC(=O)[O-])C (2-Methylpropyl-2-phenyl-4-oxoimidazolidine β-hydroxybutanoate). RXN SMILES: [C:1]1([CH:7]2[NH:11][C:10](=[O:12])[CH2:9][NH:8]2)[CH:6]=[CH:5][CH:4]=[CH:3][CH:2]=1.[O:13]1[CH2:23][CH:14]1[CH2:15][C:16]([O:18][CH2:19][CH:20]([CH3:22])[CH3:21])=[O:17]>O.CC(C)=O>[CH3:19][CH:20]([CH3:22])[CH2:21][N:8]1[CH2:9][C:10](=[O:12])[NH:11][CH:7]1[C:1]1[CH:2]=[CH:3][CH:4]=[CH:5][CH:6]=1.[OH:13][CH:14]([CH3:23])[CH2:15][C:16]([O-:18])=[O:17] |f:4.5|. Procedure: A mixture of 0.7 g 2-phenylimidazolidine-4-one and 1 g 2-methylpropyl 3,4-epoxybutanoate are heated for 12 h at 70° (external temperature) in 2 ml water and 2 ml acetone. After evaporating, the residue is taken up with ether and the white solid obtained is filtered, and recrystallised from ethyl/acetate, 2-Methylpropyl-2-phenyl-4-oxoimidazolidine-β-hydroxybutanoate is obtained as a white powder, m.p. 126°-128° C. Reactants: Cc1ccn2cc(-c3sc(N(C)C=O)nc3C)nc2c1, CCO, Cl. The product is CNc1nc(C)c(-c2cn3ccc(C)cc3n2)s1. RXN SMILES: [CH3:1][N:2]([CH:3]=[O:4])[c:5]1[s:6][c:7](-[c:11]2[n:12][c:13]3[n:14]([cH:15][cH:16][c:17]([CH3:19])[cH:18]3)[cH:20]2)[c:8]([CH3:10])[n:9]1.[CH3:22][CH2:23][OH:24].[ClH:21]>>[CH3:1][NH:2][c:5]1[s:6][c:7](-[c:11]2[n:12][c:13]3[n:14]([cH:15][cH:16][c:17]([CH3:19])[cH:18]3)[cH:20]2)[c:8]([CH3:10])[n:9]1. The reactants are C(#N)CCOP(Cl)Cl (2-cyanoethylphosphorodichloridite), C(C)(C)NC(C)C (diisopropylamine). Product: C(C)(C)N(P(OCCC#N)Cl)C(C)C (2-cyanoethyl diisopropylphosphoramidochloridite). Reaction SMILES: [C:1]([CH2:3][CH2:4][O:5][P:6]([Cl:8])Cl)#[N:2].[CH:9]([NH:12][CH:13]([CH3:15])[CH3:14])([CH3:11])[CH3:10]>>[CH:9]([N:12]([CH:13]([CH3:15])[CH3:14])[P:6]([Cl:8])[O:5][CH2:4][CH2:3][C:1]#[N:2])([CH3:11])[CH3:10]. Procedure details: Chemistry FIG. 11 illustrates the synthesis of diphosphitylating and triphosphitylating reagents (6 and 7). Phosphorus trichloride (21, 20 mmol) was reacted with 3-hydroxypropionitrile (22, 1 eq) to yield 2-cyanoethylphosphorodichloridite (23). The subsequent reaction of 23 with diisopropylamine (20 mmol, 1 eq) afforded 2-cyanoethyl diisopropylphosphoramidochloridite (24). Addition of water (1 eq) gave the intermediate 25 that was reacted with 24 (1 eq) or 23 (0.5 eq) to yield the diphosphitylat... The reactants are NCC(=O)OCC1=CC=CC=C1 (H-Gly-OBzl), p-Tos-OH, TEA, N([C@H](C)C(=O)O)C(=O)OC(C)(C)C (Boc-D-Ala-OH), C1C2C=CC1C3C2C(=O)N(C3=O)O (HONB), C1CCC(CC1)N=C=NC2CCCCC2 (DCC). Solvent: C(C)#N (acetonitrile). Yields the product N([C@H](C)C(=O)NCC(=O)OCC1=CC=CC=C1)C(=O)OC(C)(C)C (Boc-D-Ala-Gly-OBzl). RXN SMILES: [NH2:1][CH2:2][C:3]([O:5][CH2:6][C:7]1[CH:12]=[CH:11][CH:10]=[CH:9][CH:8]=1)=[O:4].[NH:13]([C:19]([O:21][C:22]([CH3:25])([CH3:24])[CH3:23])=[O:20])[C@@H:14]([C:16](O)=[O:17])[CH3:15].C1C2C3C(=O)N(O)C(=O)C3C1C=C2.C1CCC(N=C=NC2CCCCC2)CC1>C(#N)C>[NH:13]([C:19]([O:21][C:22]([CH3:23])([CH3:25])[CH3:24])=[O:20])[C@@H:14]([C:16]([NH:1][CH2:2][C:3]([O:5][CH2:6][C:7]1[CH:12]=[CH:11][CH:10]=[CH:9][CH:8]=1)=[O:4])=[O:17])[CH3:15]. Reported procedure: To 7.4 g H-Gly-OBzl.p-Tos-OH, 100 ml acetonitrile was added, and this was followed by cooling with ice, then 3.1 ml TEA, 3.78 g Boc-D-Ala-OH, 3.96 g HONB and 4.54 g DCC were added, and this was followed by agitation for one night. The resulting DCU was filtered, and the filtrate was concentrated, then the resulting residue was dissolved in 300 ml AcOEt. The resulting solution was washed with 4% aqueous NaHCO3 and 10% aqueous citrate, after which it was dried with Na2SO4. The dried product, after... Reactants: Br.ClC1=C(C(=CC=C1)Cl)N=C1N(CCN1)O (2-[(2,6-dichlorophenyl)imino]-1-hydroxyimidazolidine hydrobromide), [H-].[Na+] (sodium hydride), CI (methyl iodide). The solvent is CN(C=O)C (dimethylformamide), CN(C=O)C (dimethylformamide). Run at time 30 minute. Product: Cl.ClC1=C(C(=CC=C1)Cl)N=C1N(CCN1)OC (2-[(2,6-dichlorophenyl)imino]-1-methoxyimidazolidine hydrochloride). As a reaction SMILES: Br.[Cl:2][C:3]1[CH:8]=[CH:7][CH:6]=[C:5]([Cl:9])[C:4]=1[N:10]=[C:11]1[NH:15][CH2:14][CH2:13][N:12]1[OH:16].[H-].[Na+].[CH3:19]I>CN(C)C=O>[ClH:2].[Cl:9][C:5]1[CH:6]=[CH:7][CH:8]=[C:3]([Cl:2])[C:4]=1[N:10]=[C:11]1[NH:15][CH2:14][CH2:13][N:12]1[O:16][CH3:19] |f:0.1,2.3,6.7|. Procedure: 327 mg. of 2-[(2,6-dichlorophenyl)imino]-1-hydroxyimidazolidine hydrobromide are dissolved in 5 ml. of absolute dimethylformamide, and 90 mg. of sodium hydride are added at 5°. The solution is stirred at room temperature until it becomes clear and is cooled again down to 5° and 1.2 ml. of a 1.0 molar methyl iodide solution in dimethylformamide are added. After 30 minutes, the reaction product is poured onto water and the aqueous phase is extracted twice with ether. The organic extracts are dried...